Dataset: the Open Reaction Database (ORD), a public repository of structured organic reaction records. Task: describe an organic reaction: reactants, conditions, products, and yield Starting materials: CN=C=S, CC(C)O, NCCCNc1ccccn1. Yields the product CNC(=S)NCCCNc1ccccn1. As a reaction SMILES: [CH3:12][N:13]=[C:14]=[S:15].[CH:16]([OH:17])([CH3:18])[CH3:19].[NH2:1][CH2:2][CH2:3][CH2:4][NH:5][c:6]1[n:7][cH:8][cH:9][cH:10][cH:11]1>>[NH:1]([CH2:2][CH2:3][CH2:4][NH:5][c:6]1[n:7][cH:8][cH:9][cH:10][cH:11]1)[C:14]([NH:13][CH3:12])=[S:15]. Starting materials: CN1C(=NC(=C1Br)[N+](=O)[O-])COC(C)=O (1-methyl-2-acetoxymethyl-4-nitro-5-bromoimidazole), cupric cyanide, CN(C=O)C (dimethylformamide). Yields the product CN1C(=NC(=C1C#N)[N+](=O)[O-])COC(C)=O (1-Methyl-2-acetoxymethyl-4-nitro-5-cyanoimidazole). As a reaction SMILES: [CH3:1][N:2]1[C:6](Br)=[C:5]([N+:8]([O-:10])=[O:9])[N:4]=[C:3]1[CH2:11][O:12][C:13](=[O:15])[CH3:14].[CH3:16][N:17](C)C=O>>[CH3:1][N:2]1[C:6]([C:16]#[N:17])=[C:5]([N+:8]([O-:10])=[O:9])[N:4]=[C:3]1[CH2:11][O:12][C:13](=[O:15])[CH3:14]. Procedure: 2.78 G. (0.01 moles) of 1-methyl-2-acetoxymethyl-4-nitro-5-bromoimidazole and 0.0115 moles of cupric cyanide are combined in 20 ml. of dimethylformamide and heated on a steam bath for 12 hours. The reaction mixture is cooled and poured into 200 ml. of 3% aqueous ammonia and extracted with chloroform. The extracts are washed with water, dried and evaporated under a high vacuum. The residue is recrystallized from isopropanol affording 1.0 g. 1-methyl-2-acetoxymethyl-4-nitro-5-cyanoimidazole, m.p. ... Starting materials: O=C(Nc1cnccn1)C1CC(F)CN1c1nc(Cl)nc(Nc2cc(C3CC3)n[nH]2)n1, CC(C)(C)OC(=O)N1C(C(=O)Nc2cnccn2)CC2CC21. Yields the product O=C(Nc1cnccn1)C1CC2CC2N1. Reaction SMILES: [Cl:23][c:24]1[n:25][c:26]([NH:27][c:28]2[nH:29][n:30][c:31]([CH:32]3[CH2:33][CH2:34]3)[cH:35]2)[n:36][c:37]([N:38]2[CH2:39][CH:40]([F:41])[CH2:42][CH:43]2[C:44]([NH:45][c:46]2[cH:47][n:48][cH:49][cH:50][n:51]2)=[O:52])[n:53]1.[n:1]1[c:2]([NH:7][C:8](=[O:9])[CH:10]2[N:11]([C:16]([O:17][C:18]([CH3:19])([CH3:20])[CH3:21])=[O:22])[CH:12]3[CH2:13][CH:14]3[CH2:15]2)[cH:3][n:4][cH:5][cH:6]1>>[n:1]1[c:2]([NH:7][C:8](=[O:9])[CH:10]2[NH:11][CH:12]3[CH2:13][CH:14]3[CH2:15]2)[cH:3][n:4][cH:5][cH:6]1. Reactants: FC1=CC=C(CN)C=C1 (p-fluorobenzylamine), O1C(CC=C1)=O (furan-2-one). Product: FC1=CC=C(CN2C(CCC2)=O)C=C1 (1-p-fluorobenzyl-pyrrolidin-2-one). The yield is 74.8%. As a reaction SMILES: [F:1][C:2]1[CH:9]=[CH:8][C:5]([CH2:6][NH2:7])=[CH:4][CH:3]=1.[O:10]1[CH:14]=[CH:13][CH2:12][C:11]1=O>>[F:1][C:2]1[CH:9]=[CH:8][C:5]([CH2:6][N:7]2[CH2:14][CH2:13][CH2:12][C:11]2=[O:10])=[CH:4][CH:3]=1. Reported procedure: 47 g (0.376 mol) of p-fluorobenzylamine, 30.4 g (0.353 mol) of furan-2-one and 0.4 g of hyddroquinone are introduced into a 125 ml autoclave. After driving the air out of the apparatus by passing a stream of nitrogen through it, the mixture is heated to 250° for 6 hours. It is then cooled and distilled under reduced pressure. 51 g (yield=74.8%) of 1-p-fluorobenzyl-pyrrolidin-2-one are collected as a colourless liquid distilling at 103°-105° under a pressure of 0.01 mm of mercury and solidifying ... The reactants are C1CCOC1, O=[Mn]=O, OCc1ccc2[nH]c(-c3ccccc3)nc2c1. Product: O=Cc1ccc2[nH]c(-c3ccccc3)nc2c1. As a reaction SMILES: [CH2:18]1[O:19][CH2:20][CH2:21][CH2:22]1.[O:23]=[Mn:24]=[O:25].[c:1]1(-[c:7]2[n:8][c:9]3[c:10]([nH:11]2)[cH:12][cH:13][c:14]([CH2:16][OH:17])[cH:15]3)[cH:2][cH:3][cH:4][cH:5][cH:6]1>>[c:1]1(-[c:7]2[n:8][c:9]3[c:10]([nH:11]2)[cH:12][cH:13][c:14]([CH:16]=[O:17])[cH:15]3)[cH:2][cH:3][cH:4][cH:5][cH:6]1. The reactants are CC(c1ccccc1)n1c(O)nc2ncc(Br)nc21, CO, CCOC(C)=O, CN1CCCC1=O, [H-], [Na+]. The product is COc1cnc2nc(O)n(C(C)c3ccccc3)c2n1. RXN SMILES: [Br:12][c:13]1[cH:14][n:15][c:16]2[c:17]([n:18]1)[n:19]([CH:23]([CH3:24])[c:25]1[cH:26][cH:27][cH:28][cH:29][cH:30]1)[c:20]([OH:22])[n:21]2.[CH3:1][OH:2].[CH3:31][CH2:32][O:33][C:34]([CH3:35])=[O:36].[CH3:3][N:4]1[C:5](=[O:9])[CH2:8][CH2:7][CH2:6]1.[H-:11].[Na+:10]>>[CH3:5][O:9][c:13]1[cH:14][n:15][c:16]2[c:17]([n:18]1)[n:19]([CH:23]([CH3:24])[c:25]1[cH:26][cH:27][cH:28][cH:29][cH:30]1)[c:20]([OH:22])[n:21]2. The reactants are Cl.N1C[C@@H](CC1)CC=1N(C(NN1)=O)C1=CC=C(C=C1)C1=CC=C2C=CC=NC2=C1 (5-[(3S)-3-pyrrolidinylmethyl]-4-[4-(7-quinolinyl)phenyl]-2,4-dihydro-3H-1,2,4-triazol-3-one hydrochloride), C(C)(C)N(C(C)C)CC (N,N-diisopropylethylamine), N1(CCOCC1)C(=O)Cl (4-morpholinecarbonyl chloride). The solvent is ClCCl (dichloromethane). Reaction conditions: time 30 minute. Yields the product N1(CCOCC1)C(=O)N1C[C@@H](CC1)CC=1N(C(NN1)=O)C1=CC=C(C=C1)C1=CC=C2C=CC=NC2=C1 (5-{[(3S)-1-(4-morpholinylcarbonyl)-3-pyrrolidinyl]methyl}-4-[4-(7-quinolinyl)phenyl]-2,4-dihydro-3H-1,2,4-triazol-3-one). RXN SMILES: Cl.[NH:2]1[CH2:6][CH2:5][C@@H:4]([CH2:7][C:8]2[N:9]([C:14]3[CH:19]=[CH:18][C:17]([C:20]4[CH:29]=[C:28]5[C:23]([CH:24]=[CH:25][CH:26]=[N:27]5)=[CH:22][CH:21]=4)=[CH:16][CH:15]=3)[C:10](=[O:13])[NH:11][N:12]=2)[CH2:3]1.C(N(CC)C(C)C)(C)C.[N:39]1([C:45](Cl)=[O:46])[CH2:44][CH2:43][O:42][CH2:41][CH2:40]1>ClCCl>[N:39]1([C:45]([N:2]2[CH2:6][CH2:5][C@@H:4]([CH2:7][C:8]3[N:9]([C:14]4[CH:15]=[CH:16][C:17]([C:20]5[CH:29]=[C:28]6[C:23]([CH:24]=[CH:25][CH:26]=[N:27]6)=[CH:22][CH:21]=5)=[CH:18][CH:19]=4)[C:10](=[O:13])[NH:11][N:12]=3)[CH2:3]2)=[O:46])[CH2:44][CH2:43][O:42][CH2:41][CH2:40]1 |f:0.1|. Reported procedure: Into a 4 mL vial was placed 5-[(3S)-3-pyrrolidinylmethyl]-4-[4-(7-quinolinyl)phenyl]-2,4-dihydro-3H-1,2,4-triazol-3-one hydrochloride (0.147 mmol). Added in succession was dichloromethane (2 mL), N,N-diisopropylethylamine (0.458 mmol), and 4-morpholinecarbonyl chloride (0.157 mmol). The vial was capped and the solution was stirred at room temperature for 30 min. The solution was concentrated in vacuo. Reverse phase HPLC (10-70% acetonitrile/water+0.1% NH4OH) was utilized in purifying the title c...